Dataset: the Open Reaction Database (ORD), a public repository of structured organic reaction records. Task: describe an organic reaction: reactants, conditions, products, and yield The reactants are CC1(C)C2CCC1(CS(=O)(=O)O)C(=O)C2, CNC(=O)c1sccc1Nc1nc(Cl)ncc1Cl, CC(C)O, Nc1ccc2c(c1)OCCCN2C(=O)CN1CCCC1. The product is CNC(=O)c1sccc1Nc1nc(Nc2ccc3c(c2)OCCCN3C(=O)CN2CCCC2)ncc1Cl. RXN SMILES: [C:39]12([CH2:40][S:41]([OH:42])(=[O:43])=[O:44])[C:45]([CH3:46])([CH3:47])[CH:48]([CH2:49][CH2:50]1)[CH2:51][C:52]2=[O:53].[CH3:21][NH:22][C:23](=[O:24])[c:25]1[s:26][cH:27][cH:28][c:29]1[NH:30][c:31]1[n:32][c:33]([Cl:38])[n:34][cH:35][c:36]1[Cl:37].[CH:54]([OH:55])([CH3:56])[CH3:57].[NH2:1][c:2]1[cH:3][c:4]2[c:5]([cH:19][cH:20]1)[N:6]([C:11]([CH2:12][N:13]1[CH2:14][CH2:15][CH2:16][CH2:17]1)=[O:18])[CH2:7][CH2:8][CH2:9][O:10]2>>[NH:1]([c:2]1[cH:3][c:4]2[c:5]([cH:19][cH:20]1)[N:6]([C:11]([CH2:12][N:13]1[CH2:14][CH2:15][CH2:16][CH2:17]1)=[O:18])[CH2:7][CH2:8][CH2:9][O:10]2)[c:33]1[n:32][c:31]([NH:30][c:29]2[c:25]([C:23]([NH:22][CH3:21])=[O:24])[s:26][cH:27][cH:28]2)[c:36]([Cl:37])[cH:35][n:34]1. As a reaction SMILES: [C:1]([O:5][C:6](=[O:34])[NH:7][C@@H:8]1[C:14](=[O:15])[N:13]([CH2:16]C2C3C(=C(Br)C=CC=3)C=CC=2OC)[C:12]2[CH:30]=[CH:31][CH:32]=[CH:33][C:11]=2[NH:10][CH2:9]1)([CH3:4])([CH3:3])[CH3:2].C(OC(=O)N[C@@H]1C(=O)NC2C=CC=CC=2NC1)(C)(C)C.BrC[C:57]1[C:65]2[C:60](=[CH:61][CH:62]=[CH:63][CH:64]=2)[N:59]([C:66]2[CH:73]=[CH:72][CH:71]=[CH:70][C:67]=2[C:68]#[N:69])[N:58]=1>>[C:1]([O:5][C:6](=[O:34])[NH:7][C@@H:8]1[C:14](=[O:15])[N:13]([CH2:16][C:57]2[C:65]3[C:60](=[CH:61][CH:62]=[CH:63][CH:64]=3)[N:59]([C:66]3[CH:73]=[CH:72][CH:71]=[CH:70][C:67]=3[C:68]#[N:69])[N:58]=2)[C:12]2[CH:30]=[CH:31][CH:32]=[CH:33][C:11]=2[NH:10][CH2:9]1)([CH3:2])([CH3:3])[CH3:4]. Reactants: C(C)(C)(C)OC(N[C@H]1CNC2=C(N(C1=O)CC1=C(C=CC3=C(C=CC=C13)Br)OC)C=CC=C2)=O ([(S)-1-(5-bromo-2-methoxy-naphthalen-1-ylmethyl)-2-oxo-2,3,4,5-tetrahydro-1H-benzo[b][1,4]diazepin-3-yl]-carbamic acid tert-butyl ester), C(C)(C)(C)OC(N[C@H]1CNC2=C(N(C1=O)CC1=C(C=CC3=C(C=CC=C13)Br)OC)C=CC=C2)=O ([(S)-1-(5-bromo-2-methoxy-naphthalen-1-ylmethyl)-2-oxo-2,3,4,5-tetrahydro-1H-benzo[b][1,4]diazepin-3-yl]-carbamic acid tert-butyl ester), C(C)(C)(C)OC(N[C@H]1CNC2=C(NC1=O)C=CC=C2)=O (((S)-2-oxo-2,3,4,5-tetrahydro-1H-benzo[b][1,4]diazepin-3-yl)-carbamic acid tert-butyl ester), C(C)(C)(C)OC(N[C@H]1CNC2=C(NC1=O)C=CC=C2)=O (((S)-2-oxo-2,3,4,5-tetrahydro-1H-benzo[b][1,4]diazepin-3-yl)-carbamic acid tert-butyl ester), BrCC1=NN(C2=CC=CC=C12)C1=C(C#N)C=CC=C1 (2-(3-bromomethyl-indazol-1-yl)-benzonitrile), BrCC1=NN(C2=CC=CC=C12)C1=C(C#N)C=CC=C1 (2-(3-bromomethyl-indazol-1-yl)-benzonitrile). Isolated yield 72.9%. Product: C(C)(C)(C)OC(N[C@H]1CNC2=C(N(C1=O)CC1=NN(C3=CC=CC=C13)C1=C(C=CC=C1)C#N)C=CC=C2)=O ({(S)-1-[1-(2-Cyano-phenyl)-1H-indazol-3-ylmethyl]-2-oxo-2,3,4,5-tetrahydro-1H-benzo[b][1,4]diazepin-3-yl}-carbamic acid tert-butyl ester). Reported procedure: In a similar manner to that described for the preparation of [(S)-1-(5-bromo-2-methoxy-naphthalen-1-ylmethyl)-2-oxo-2,3,4,5-tetrahydro-1H-benzo[b][1,4]diazepin-3-yl]-carbamic acid tert-butyl ester (Intermediate 5), ((S)-2-oxo-2,3,4,5-tetrahydro-1H-benzo[b][1,4]diazepin-3-yl)-carbamic acid tert-butyl ester (Intermediate 2)(500 mg, 1.8 mmol) and 2-(3-bromomethyl-indazol-1-yl)-benzonitrile (Intermediate 1) (676.18 mg, 2.16 mmol) were converted to the title compound (670 mg, 72.9%) which was obtaine...